From a dataset of the Open Reaction Database (ORD), a public repository of structured organic reaction records. describe an organic reaction: reactants, conditions, products, and yield The reactants are ice, N1N=NC(=C1)[S-].[Na+] (sodium 1H-1,2,3-triazole-4-thiolate), CCO (EtOH), C(C1=CC=CC=C1)Br (benzyl bromide). The solvent is CCOC(=O)C (EtOAc). Run at time 20 minute. Product: C(C1=CC=CC=C1)SC=1N=NN(C1)C (4-(benzylthio)-1-methyl-1H-1,2,3-triazole). RXN SMILES: [NH:1]1[CH:5]=[C:4]([S-:6])[N:3]=[N:2]1.[Na+].[CH2:8](Br)[C:9]1[CH:14]=[CH:13][CH:12]=[CH:11][CH:10]=1.[CH3:16]CO>CCOC(C)=O>[CH2:8]([S:6][C:4]1[N:3]=[N:2][N:1]([CH3:16])[CH:5]=1)[C:9]1[CH:14]=[CH:13][CH:12]=[CH:11][CH:10]=1 |f:0.1|. Reported procedure: To an ice-cooled solution of sodium 1H-1,2,3-triazole-4-thiolate (30, 1.0 g, 8.13 in EtOH (10 mL) was added benzyl bromide (1.4 g, 8.13 mmol) drop-wise. The mixture stirred at room temperature for 20 minutes then diluted with EtOAc and washed with water (10 mL), brine (10 mL), dried over Na2SO4, filtered and concentrated under reduced pressure to give 4-(benzylthio)-1-methyl-1H-1,2,3-triazole as a white solid (55, 1.5 g, 93%); 1H NMR (300 MHz, CDCl3): δ 13.37 (bs, 1H), 7.48 (s, 1H), 7.21 (m, 5H)... Reactants: O[C@@H](CCN1CCC(CC1)C=1C=C(C=CC1)NC(C(C)C)=O)C1=CC=CC=C1 (N-(3-{1-[(3S)-3-hydroxy-3-phenylpropyl]-4-piperidinyl}phenyl)-2-methylpropanamide), FC1=C(C=C(C=C1)C(F)(F)F)O (2-fluoro-5-trifluoromethylphenol), C1(=CC=CC=C1)P(C1=CC=CC=C1)C1=CC=CC=C1 (triphenylphosphine), N(=NC(=O)OCC)C(=O)OCC (diethyl azodicarboxylate), N (NH3). Run in C1CCOC1 (THF), C(Cl)(Cl)Cl (CHCl3). Conditions: time 3 day. Yields the product FC1=C(O[C@H](CCN2CCC(CC2)C=2C=C(C=CC2)NC(C(C)C)=O)C2=CC=CC=C2)C=C(C=C1)C(F)(F)F (N-[3-(1-{(3R)-3-[2-FLUORO-5-(TRIFLUOROMETHYL)PHENOXY]-3-PHENYLPROPYL}-4-PIPERIDINYL)PHENYL]-2-METHYLPROPANAMIDE). The yield is 33.6%. RXN SMILES: [OH:1][C@H:2]([C:23]1[CH:28]=[CH:27][CH:26]=[CH:25][CH:24]=1)[CH2:3][CH2:4][N:5]1[CH2:10][CH2:9][CH:8]([C:11]2[CH:12]=[C:13]([NH:17][C:18](=[O:22])[CH:19]([CH3:21])[CH3:20])[CH:14]=[CH:15][CH:16]=2)[CH2:7][CH2:6]1.[F:29][C:30]1[CH:35]=[CH:34][C:33]([C:36]([F:39])([F:38])[F:37])=[CH:32][C:31]=1O.C1(P(C2C=CC=CC=2)C2C=CC=CC=2)C=CC=CC=1.N(C(OCC)=O)=NC(OCC)=O.N>C1COCC1.C(Cl)(Cl)Cl>[F:29][C:30]1[CH:31]=[CH:32][C:33]([C:36]([F:37])([F:38])[F:39])=[CH:34][C:35]=1[O:1][C@@H:2]([C:23]1[CH:24]=[CH:25][CH:26]=[CH:27][CH:28]=1)[CH2:3][CH2:4][N:5]1[CH2:10][CH2:9][CH:8]([C:11]2[CH:12]=[C:13]([NH:17][C:18](=[O:22])[CH:19]([CH3:21])[CH3:20])[CH:14]=[CH:15][CH:16]=2)[CH2:7][CH2:6]1. Procedure details: A mixture of N-(3-{1-[(3S)-3-hydroxy-3-phenylpropyl]-4-piperidinyl}phenyl)-2-methylpropanamide (5.20 mg, 0.0137 mmol), 2-fluoro-5-trifluoromethylphenol (100 mg), triphenylphosphine (30.0 mg, 0.115 mmol) and diethyl azodicarboxylate (7.42 mg, 0.0426 mmol) in THF (0.50 mL) was stirred at room temperature for 3 days. Chromatography using silica preparative TLC plates [2.5% of NH3 (2.0 M in methanol) in CHCl3] gave the desired product (2.50 mg, 33.7% yield) as a thick oil: 1H NMR (400 MHz, CDCl3) δ ... The reactants are CI (methyl iodide), [OH-].[K+] (potassium hydroxide), CI (methyl iodide), SC1=NN=C(S1)CC1=C(C=CC=C1)S(=O)(=O)N (2-[(5-Mercapto-1,3,4-thiadiazol-2-yl)methyl]benzenesulfonamide). Solvent: CO (methanol). Conditions: time 5 minute. Product: CSC1=NN=C(S1)CC1=C(C=CC=C1)S(=O)(=O)N (2-[[5-(Methylthio)-1,3,4-thiadiazol-2-yl]methyl]benzenesulfonamide). Yield: 15.3%. Reaction SMILES: [OH-].[K+].[SH:3][C:4]1[S:8][C:7]([CH2:9][C:10]2[CH:15]=[CH:14][CH:13]=[CH:12][C:11]=2[S:16]([NH2:19])(=[O:18])=[O:17])=[N:6][N:5]=1.[CH3:20]I>CO>[CH3:20][S:3][C:4]1[S:8][C:7]([CH2:9][C:10]2[CH:15]=[CH:14][CH:13]=[CH:12][C:11]=2[S:16]([NH2:19])(=[O:18])=[O:17])=[N:6][N:5]=1 |f:0.1|. Reported procedure: To a solution containing 1.0 g of potassium hydroxide in 50 ml of methanol was added 5 g of the crude oxadiazole prepared in Example 2. After stirring about five minutes, 3.5 g of methyl iodide was added. The solution was refluxed one hour, cooled to 30°, an extra 10 ml of methyl iodide was added, and the solution was refluxed an additional two hours, then concentrated in vacuo. After water (about 150 ml) was added to the residue, the suspension was extracted with methylene chloride. The methyle... The reactants are BrCC(=O)OCC (ethyl bromoacetate), C([O-])(O)=O.[Na+] (sodium bicarbonate), C1(=CC=CC=C1)[C@H](C)N[C@@H]1[C@H](CCCC1)CO (((1S,2S)-2-((S)-1-phenylethylamino)cyclohexyl)methanol). Solvent: C(C)#N (acetonitrile). Product: OC[C@@H]1[C@H](CCCC1)N(CC(=O)OCC)[C@@H](C)C1=CC=CC=C1 (Ethyl 2-(((1S,2S)-2-(hydroxymethyl)cyclohexyl)((S)-1-phenylethyl)amino)acetate). Yield: 102.4%. RXN SMILES: [C:1]1([C@@H:7]([NH:9][C@H:10]2[CH2:15][CH2:14][CH2:13][CH2:12][C@@H:11]2[CH2:16][OH:17])[CH3:8])[CH:6]=[CH:5][CH:4]=[CH:3][CH:2]=1.Br[CH2:19][C:20]([O:22][CH2:23][CH3:24])=[O:21].C(=O)(O)[O-].[Na+]>C(#N)C>[OH:17][CH2:16][C@H:11]1[CH2:12][CH2:13][CH2:14][CH2:15][C@@H:10]1[N:9]([C@H:7]([C:1]1[CH:6]=[CH:5][CH:4]=[CH:3][CH:2]=1)[CH3:8])[CH2:19][C:20]([O:22][CH2:23][CH3:24])=[O:21] |f:2.3|. Procedure: A solution of (1S,2S)-2-[(S)-1-phenylethylamino]cyclohexyl)methanol (11, 120.9 g, 0.524 mol, 1.0 equiv. based on HCl salt 10) dissolved in acetonitrile (610 mL) was charged to a 2 L reactor, which is equipped with mechanical stirrer and thermocouple under nitrogen atmosphere. To this solution, ethyl bromoacetate (12, 104.9 g, 0.628 mol, 1.2 equiv.) and anhydrous sodium bicarbonate (57.2 g, 0.681 mol, 1.3 equiv.) were added sequentially with agitation. The contents were heated to reflux temperatu... The product is [N+](=O)([O-])C1=C(NC)C(=CC(=C1)C)[N+](=O)[O-] (2,6-dinitro-4-methyl-N-methylaniline). Reactants: [N+](=O)([O-])C1=C(C(=CC(=C1)C)[N+](=O)[O-])Cl (2,6-dinitro-4-methylchlorobenzene), CN (methylamine). As a reaction SMILES: [N+:1]([C:4]1[CH:9]=[C:8]([CH3:10])[CH:7]=[C:6]([N+:11]([O-:13])=[O:12])[C:5]=1Cl)([O-:3])=[O:2].[CH3:15][NH2:16]>C(O)C>[N+:1]([C:4]1[CH:9]=[C:8]([CH3:10])[CH:7]=[C:6]([N+:11]([O-:13])=[O:12])[C:5]=1[NH:16][CH3:15])([O-:3])=[O:2]. Run in C(C)O (ethanol). Procedure: 0.05 mol (18 g) of 2,6-dinitro-4-methylchlorobenzene is added gradually, whilst stirring, to 40 ml of a 33% strength solution of methylamine in ethanol. The temperature rises to 50° C. and the expected derivative precipitates immediately. When the addition has ended, the stirring is maintained for 5 minutes and the 2,6-dinitro-4-methyl-N-methylaniline is then filtered off and washed with water; after recrystallisation from alcohol and drying in vacuo, it melts at 132° C.